Dataset: the Open Reaction Database (ORD), a public repository of structured organic reaction records. Task: describe an organic reaction: reactants, conditions, products, and yield Reactants: C(C)(=O)N(C(C)=O)C1=C(C=C(C=C1[N+](=O)[O-])Br)OCC1=CC=CC=C1 (N-acetyl-N-(2-benzyloxy4-bromo-6-nitro-phenyl)-acetamide), O.NN (hydrazine hydrate), C (charcoal). The reagents and catalysts are [Fe](Cl)(Cl)Cl (iron(III) chloride). Run in CO (methanol). Product: NC1=C(C(=CC(=C1)Br)OCC1=CC=CC=C1)NC(C)=O (N-(2-Amino-6-benzyloxy-4-bromo-phenyl)acetamide). The yield is 65.5%. As a reaction SMILES: [C:1]([N:4]([C:8]1[C:13]([N+:14]([O-])=O)=[CH:12][C:11]([Br:17])=[CH:10][C:9]=1[O:18][CH2:19][C:20]1[CH:25]=[CH:24][CH:23]=[CH:22][CH:21]=1)C(=O)C)(=[O:3])[CH3:2].C.O.NN>CO.[Fe](Cl)(Cl)Cl>[NH2:14][C:13]1[CH:12]=[C:11]([Br:17])[CH:10]=[C:9]([O:18][CH2:19][C:20]2[CH:25]=[CH:24][CH:23]=[CH:22][CH:21]=2)[C:8]=1[NH:4][C:1](=[O:3])[CH3:2] |f:2.3|. Reported procedure: A suspension of 23 g (56 mmol) N-acetyl-N-(2-benzyloxy4-bromo-6-nitro-phenyl)-acetamide, 5.5 g (34 mmol) iron(III) chloride and 13.8 g activated charcoal in 600 ml methanol was heated to reflux. To the reaction mixture were added 28 ml hydrazine hydrate (95%) to maintain gentie reflux. After complete reaction (2 h), the reaction mixture was cooled down and filtered through celite. The filter cake was washed thoroughly with dichloromethane/methanol and the filtrate was evaporated to dryness. The ... Reactants: O[Li].O (LiOH—H2O), O1C(NCC1)=O.C1CCOC1 (oxazolidinone THF), [Li+].[OH-].O.OO (LiOH water H2O2), OO (hydrogen peroxide), C[C@@H](C(=O)N1C(O[C@@H]([C@@H]1C1=CC=CC=C1)C1=CC=CC=C1)=O)[C@@H](CCC)C ((4S,5R)-3-((2R,3R)-2,3-dimethyl-hexanoyl)-4,5-diphenyl-oxazolidin-2-one). Run in O (water), C1CCOC1 (THF). Reaction conditions: time 5 hour. Yields the product C[C@@H](C(=O)O)[C@@H](CCC)C ((2R,3R)-2,3-Dimethyl-hexanoic acid). As a reaction SMILES: [CH3:1][C@H:2]([C@H:23]([CH3:27])[CH2:24][CH2:25][CH3:26])[C:3](N1[C@@H](C2C=CC=CC=2)[C@@H](C2C=CC=CC=2)OC1=O)=[O:4].O[Li].O.OO.[O:33]1CCNC1=O.C1COCC1.[Li+].[OH-].O.OO>O.C1COCC1>[CH3:1][C@H:2]([C@H:23]([CH3:27])[CH2:24][CH2:25][CH3:26])[C:3]([OH:4])=[O:33] |f:1.2,4.5,6.7.8.9|. Reported procedure: A 12 L, 4-necked round bottom flask, equipped with a mechanical stirrer, 500 mL addition funnel, nitrogen inlet, and thermometer, was charged with 4515 mL of THF and 330.0 g of (4S,5R)-3-((2R,3R)-2,3-dimethyl-hexanoyl)-4,5-diphenyl-oxazolidin-2-one. The resulting liquid mixture (all solids dissolved) was cooled to −5° C. to 0° C. using an acetone/ice bath. A solution of 60.6 g of LiOH—H2O in 1800 mL of deionized water was cooled to 0° C. to 5° C. and was combined with 512 g of cold 30% (wt/wt) h... Starting materials: N, O, Cc1cccc2nc(O)[nH]c12, O=P(Cl)(Cl)Cl. RXN SMILES: [NH3:17].[OH2:18].[OH:1][c:2]1[nH:3][c:4]2[c:5]([n:6]1)[cH:7][cH:8][cH:9][c:10]2[CH3:11].[P:12]([Cl:13])([Cl:14])([Cl:15])=[O:16]>>[c:2]1([Cl:14])[nH:3][c:4]2[c:5]([n:6]1)[cH:7][cH:8][cH:9][c:10]2[CH3:11]. Product: Cc1cccc2nc(Cl)[nH]c12. Starting materials: C([O-])(O)=O.[Na+] (sodium bicarbonate), C(C(C)(C)C)(=O)C#N (pivaloyl cyanide), Br (hydrogen bromide), O (water). Run in C(C)(=O)O (acetic acid). Yields the product CC(C(C(=O)N)=O)(C)C (trimethylpyruvic acid amide). The yield is 88.0%. Reaction SMILES: [C:1]([C:7]#[N:8])(=[O:6])[C:2]([CH3:5])([CH3:4])[CH3:3].Br.O.C(=O)(O)[O-:12].[Na+]>C(O)(=O)C>[CH3:3][C:2]([CH3:5])([CH3:4])[C:1](=[O:6])[C:7]([NH2:8])=[O:12] |f:3.4|. Reported procedure: 111.0 g (1 mole) of pivaloyl cyanide were added dropwise to 800 g of a 36% strength solution of hydrogen bromide in glacial acetic acid at room temperature, while stirring. When the addition had ended, the mixture was subsequently stirred at room temperature for 3 hours. 9 ml (0.5 mole) of water were then added dropwise at 20° to 25° C. and the mixture was subsequently stirred at room temperature for 1 hour. The reaction solution was then poured into an excess of saturated sodium bicarbonate sol... The yield is 3.8%. Yields the product C(\C=C(/C)\CCC=C(C)C)C=1C(C=CC(C1)=O)=O (2-geranyl-1,4-benzoquinone). As a reaction SMILES: [CH3:1][C:2](=[CH:4][CH2:5][CH2:6]/[C:7](=[CH:9]/[CH2:10]O)/[CH3:8])[CH3:3].B(F)(F)F.CC[O:18][CH2:19][CH3:20].[OH2:21].[Pb](=O)=O>O1CCOCC1>[CH2:10]([C:1]1[C:19](=[O:18])[CH:20]=[CH:5][C:4](=[O:21])[CH:2]=1)/[CH:9]=[C:7](/[CH2:6][CH2:5][CH:4]=[C:2]([CH3:1])[CH3:3])\[CH3:8] |f:1.2|. The reactants are [Pb](=O)=O (lead dioxide), resultant solution, O (water), CC(C)=CCC\C(\C)=C\CO (Geraniol), 1,4-hydroquinone, B(F)(F)F.CCOCC (boron trifluoride ethyl etherate). Procedure: Geraniol (23.1 g; 150 mmole) was dropwise added to 33.0 g (300 mmole) of 1,4-hydroquinone and 17.0 g (120 mmole) of boron trifluoride ethyl etherate in 300 ml of dioxane at 50° C. over one hour. After stirring the resultant solution at that temperature for 2 hours, the reaction solution was poured into 500 ml of water and was extracted twice with diethyl ether (200 ml). The extract was washed successively with 700 ml of aqueous sodium hydroxide solution (once), 700 ml of water (twice) and 700 ml... Reaction conditions: time 2 day. Solvent: O1CCOCC1 (dioxane).